This data is from the Open Reaction Database (ORD), a public repository of structured organic reaction records. The task is: describe an organic reaction: reactants, conditions, products, and yield Reactants: solution, FC1=CC=C(C=C1)[Mg]Br (4-fluorophenylmagnesium bromide), CN1CCC=C(C1)C(=O)OC (arecoline). Solvent: C(C)OCC (diethyl ether), C1(=CC=CC=C1)C (toluene). Conditions: temperature -5 celsius, time 1 hour. Product: CN1CC(C(CC1)C1=CC=C(C=C1)F)C(=O)OC (1-methyl-3-carbomethoxy-4-(4-fluorophenyl)-piperidine). RXN SMILES: [F:1][C:2]1[CH:7]=[CH:6][C:5]([Mg]Br)=[CH:4][CH:3]=1.[CH3:10][N:11]1[CH2:16][C:15]([C:17]([O:19][CH3:20])=[O:18])=[CH:14][CH2:13][CH2:12]1>C(OCC)C.C1(C)C=CC=CC=1>[CH3:10][N:11]1[CH2:12][CH2:13][CH:14]([C:5]2[CH:6]=[CH:7][C:2]([F:1])=[CH:3][CH:4]=2)[CH:15]([C:17]([O:19][CH3:20])=[O:18])[CH2:16]1. Procedure: A 2 molar solution of 4-fluorophenylmagnesium bromide in diethyl ether (5 ml, 2 molar equivalents) was stirred at −5 to −10° C. under nitrogen, and a solution of arecoline (0.78 g) in toluene (5.0 ml) added over 15 minutes at −5° C. The clear solution was stirred at −5° C. for 1 hour, then quenched by the addition of a mixture of water (25 ml) and concentrated hydrochloric acid (3 ml). Analysis of the aqueous phase by HPLC showed that yield of cis/trans 1-methyl-3-carbomethoxy-4-(4-fluorophenyl)... Starting materials: FC1=CC=C(C=C1)C1C(C1)C(=O)N1S(CC23C1CC(CC2)C3(C)C)(=O)=O (1-[[2-(4-Fluorophenyl)cyclopropyl]carbonyl]-hexahydro-8,8-dimethyl-3H-3a,6-methano-2,1-benzisothiazole-2,2-dioxide), O.[OH-].[Li+] (lithium hydroxide monohydrate), O (water). Run in O1CCCC1 (tetrahydrofuran). Conditions: temperature 50 celsius, time 24 hour. Yields the product FC1=CC=C(C=C1)[C@H]1[C@@H](C1)C(=O)O ((1R-trans)-2-(4-Fluorophenyl)-cyclopropanecarboxylic acid). Reaction SMILES: [F:1][C:2]1[CH:7]=[CH:6][C:5]([CH:8]2[CH2:10][CH:9]2[C:11](N2C3CC4C(C)(C)C3(CC4)CS2(=O)=O)=[O:12])=[CH:4][CH:3]=1.[OH2:27].[OH-].[Li+].O>O1CCCC1>[F:1][C:2]1[CH:3]=[CH:4][C:5]([C@@H:8]2[CH2:10][C@H:9]2[C:11]([OH:12])=[O:27])=[CH:6][CH:7]=1 |f:1.2.3|. Procedure: A suspension of the product from step b) (3.74 g) and lithium hydroxide monohydrate (4.11 g) in tetrahydrofuran (100 ml)/water (3 ml) was stirred at 50° C. for 24 hours. The reaction mixture was concentrated in vacuo, and the residue dissolved in water (100 ml), acidified with 2N HCl and extracted into dichloromethane (3×75 ml). The organics were dried and concentrated. Purification (SiO2, isohexane:diethylether 2:1 as eluant) gave the subtitle compound as a colourless solid (1.78 g). Reactants: O (water), COC=1C=C(C=O)C=CC1OC (3,4-dimethoxybenzaldehyde), C(=O)(O)C(C(=O)O)C(=O)NC1=CC=CC=C1 (2-carboxymalonanilic acid), N1CCCCC1 (piperidine), C1=CC=CC=C1 (benzene). Product: COC=1C=C(C=CC(=O)NC=2C(C(=O)[O-])=CC=CC2)C=CC1OC.[NH2+]1CCCCC1 (piperidinium N-(3,4-dimethoxycinnamoyl)anthranilate). Isolated yield 95.8%. RXN SMILES: [CH3:1][O:2][C:3]1[CH:4]=[C:5]([CH:8]=[CH:9][C:10]=1[O:11][CH3:12])[CH:6]=O.C([CH:16](C([NH:22][C:23]1[CH:28]=[CH:27][CH:26]=[CH:25]C=1)=O)[C:17]([OH:19])=[O:18])(O)=O.[NH:29]1[CH2:34][CH2:33][CH2:32][CH2:31][CH2:30]1.[OH2:35].[CH:36]1[CH:41]=CC=CC=1>>[CH3:1][O:2][C:3]1[CH:4]=[C:5]([CH:8]=[CH:9][C:10]=1[O:11][CH3:12])[CH:6]=[CH:41][C:36]([NH:29][C:34]1[C:16](=[CH:30][CH:31]=[CH:32][CH:33]=1)[C:17]([O-:19])=[O:18])=[O:35].[NH2+:22]1[CH2:23][CH2:28][CH2:27][CH2:26][CH2:25]1 |f:5.6|. Reported procedure: A solution of 8.4 g of 3,4-dimethoxybenzaldehyde, 11.4 g of 2-carboxymalonanilic acid, and 4.3 g of piperidine in 50 ml of benzene is heated under reflux for 3 hours with the removal of water as formed during the reaction period. After the completion of the reaction, the reaction mixture is cooled and the precipitated crystals are collected by filtration and dried to obtain 19.7 g of piperidinium N-(3,4-dimethoxycinnamoyl)anthranilate (95.8% yield), m.p. 154°-156° C. The compound structure is co... Reactants: BrC=1C=C(C(=C(C1)N(CC1=CC=C(C=C1)OC)CC1=CC=C(C=C1)OC)N)NC (5-Bromo-N,N-bis-(4-methoxy-benzyl)-N″-methyl-benzene-1,2,3-triamine), C(OCC)(OCC)OCC (HC(OEt)3). Solvent: CC#N (MeCN). Reaction conditions: temperature 85 celsius, time 0.5 hour. The product is BrC=1C=C(C2=C(N(C=N2)C)C1)N(CC1=CC=C(C=C1)OC)CC1=CC=C(C=C1)OC ((6-Bromo-1-methyl-1H-benzoimidazol-4-yl)-bis-(4-methoxy-benzyl)-amine). RXN SMILES: [Br:1][C:2]1[CH:3]=[C:4]([NH:28][CH3:29])[C:5]([NH2:27])=[C:6]([N:8]([CH2:18][C:19]2[CH:24]=[CH:23][C:22]([O:25][CH3:26])=[CH:21][CH:20]=2)[CH2:9][C:10]2[CH:15]=[CH:14][C:13]([O:16][CH3:17])=[CH:12][CH:11]=2)[CH:7]=1.[CH:30](OCC)(OCC)OCC>CC#N>[Br:1][C:2]1[CH:7]=[C:6]([N:8]([CH2:18][C:19]2[CH:24]=[CH:23][C:22]([O:25][CH3:26])=[CH:21][CH:20]=2)[CH2:9][C:10]2[CH:15]=[CH:14][C:13]([O:16][CH3:17])=[CH:12][CH:11]=2)[C:5]2[N:27]=[CH:29][N:28]([CH3:30])[C:4]=2[CH:3]=1. Reported procedure: 5-Bromo-N,N-bis-(4-methoxy-benzyl)-N″-methyl-benzene-1,2,3-triamine (170 mmol) was dissolved in a mixture of HC(OEt)3 (100 mol) and MeCN (500 mL). The mixture was stirred at 85° C. for 0.5 h and then at room temperature for approximately 16 h. The mixture was combined with another one obtained following the same procedure described above. The resulting mixture was concentrated and the residue was purified by flash column chromatography (SiO2, 15:85 to 60:40 EtOAc/petroleum ether) to obtain the d... Starting materials: [OH-].[Na+] (sodium hydroxide), C(Cl)[C@@H]1CO1 ((S)-epichlorohydrin), C(CCCCC)O (n-hexanol). Reagents/catalysts: S(=O)(=O)(O)[O-].C(CCC)[N+](CCCC)(CCCC)CCCC (tetrabutyl ammonium hydrogen sulfate). The solvent is O (water). Conditions: time 3 hour. The product is C(CCCCC)OC[C@@H]1CO1 ((S)-n-hexylglycidyl ether). Reaction SMILES: [OH-].[Na+].[CH2:3]([C@H:5]1[O:7][CH2:6]1)Cl.[CH2:8]([OH:14])[CH2:9][CH2:10][CH2:11][CH2:12][CH3:13]>S([O-])(O)(=O)=O.C([N+](CCCC)(CCCC)CCCC)CCC.O>[CH2:8]([O:14][CH2:3][C@H:5]1[O:7][CH2:6]1)[CH2:9][CH2:10][CH2:11][CH2:12][CH3:13] |f:0.1,4.5|. Procedure details: To a mixture of 50% sodium hydroxide (40 g), (S)-epichlorohydrin (24 g) and tetrabutyl ammonium hydrogen sulfate (400 mg) is added dropwise n-hexanol (6 ml) while cooling at 20°-25° C. After stirring the reaction mixture at the same temperature for additional 3 hours, water is added to the mixture and the product is extracted with ether. The extract is purified by distillation under reduced pressure to give (S)-n-hexylglycidyl ether (3.35 g). Reactants: CCOC(=O)C1=CN=C(O1)N, C1=CC(=NC(=C1)Cl)C(F)(F)F. Reagents/catalysts: C(=O)([O-])[O-].[Cs+].[Cs+], CC1(C2=C(C(=CC=C2)P(C3=CC=CC=C3)C4=CC=CC=C4)OC5=C1C=CC=C5P(C6=CC=CC=C6)C7=CC=CC=C7)C, C1=CC=C(C=C1)/C=C/C(=O)/C=C/C2=CC=CC=C2.C1=CC=C(C=C1)/C=C/C(=O)/C=C/C2=CC=CC=C2.C1=CC=C(C=C1)/C=C/C(=O)/C=C/C2=CC=CC=C2.[Pd].[Pd]. The solvent is C1COCCO1. Run at temperature 160 celsius. The product is CCOC(=O)C1=CN=C(O1)NC2=CC=CC(=N2)C(F)(F)F. Isolated yield 67.8%. Reported procedure: Objective: To test substrate scope in 5-ester substituted 2-aminooxazole coupling.  TRIS(DIBENZYLIDENEACETONE)DIPALLADIUM(0) (22.87 mg, 0.02 mmol), (9,9-dimethyl-9H-xanthene-4,5-diyl)bis(diphenylphosphine) (43.4 mg, 0.075 mmol), cesium carbonate (651 mg, 2.00 mmol), ethyl 2-aminooxazole-5-carboxylate (156 mg, 1.00 mmol) and 2-chloro-6-(trifluoromethyl)pyridine (181 mg, 1.00 mmol) were placed in an oven dried microwave vial. The vial was then capped and placed under an inert atmosphere. Dioxane (... Reactants: C(C1=CC=CC=C1)(=O)N1C[C@H]2C=3C(=C(C=CC13)Br)C[C@H](C2)N ((2aR, 4S)-1-Benzoyl-4-amino-6-bromo-1,2,2a,3,4,5-hexahydrobenz[cd]indole), C(CC)I (propyl iodide), C(C)#N (Acetonitrile), C(=O)([O-])[O-].[K+].[K+] (K2CO3). The solvent is C(Cl)Cl (CH2Cl2). Run at time 8 hour. Product: C(C1=CC=CC=C1)(=O)N1C[C@H]2C=3C(=C(C=CC13)Br)C[C@H](C2)N(CCC)CCC ((2aR, 4S)-1-Benzoyl-4-(di-n-propyl)amino-6-bromo-1,2,2a,3,4,5-hexahydrobenz[cd]indole). Isolated yield 80.0%. As a reaction SMILES: [C:1]([N:9]1[C:17]2[CH:16]=[CH:15][C:14]([Br:18])=[C:13]3[CH2:19][C@@H:20]([NH2:22])[CH2:21][C@H:11]([C:12]=23)[CH2:10]1)(=[O:8])[C:2]1[CH:7]=[CH:6][CH:5]=[CH:4][CH:3]=1.[C:23](#N)[CH3:24].[C:26]([O-])([O-])=O.[K+].[K+].[CH2:32](I)[CH2:33][CH3:34]>C(Cl)Cl>[C:1]([N:9]1[C:17]2[CH:16]=[CH:15][C:14]([Br:18])=[C:13]3[CH2:19][C@@H:20]([N:22]([CH2:26][CH2:23][CH3:24])[CH2:32][CH2:33][CH3:34])[CH2:21][C@H:11]([C:12]=23)[CH2:10]1)(=[O:8])[C:2]1[CH:3]=[CH:4][CH:5]=[CH:6][CH:7]=1 |f:2.3.4|. Procedure details: (2aR, 4S)-1-Benzoyl-4-amino-6-bromo-1,2,2a,3,4,5-hexahydrobenz[cd]indole (9.82 g, 0.0275 mol) was placed in 500 ml round bottom flask equipped with a mechanical stirrer, condenser topped with a nitrogen inlet, and a thermocouple. Acetonitrile (175 ml) and K2CO3 (0.275 mol) were added, followed by the addition of propyl iodide (13.2 ml, 0.137 mol) with vigorous stirring. The reaction mixture was stirred at 75°±5° C. under nitrogen overnight. After cooling to room temperature, the reaction mixture...